From a dataset of the Open Reaction Database (ORD), a public repository of structured organic reaction records. describe an organic reaction: reactants, conditions, products, and yield Reactants: NC1=CC=C(C=C1)C1=CC=CC=C1 (4-aminobiphenyl), BrC1=CC=C(C=C1)C1=CC(=CC=C1)C1=CC=CC=C1 (4-bromo-1,1′:3′,1″-terphenyl), CC(C)([O-])C.[Na+] (sodium tert-butoxide). The reagents and catalysts are [Pd].[Pd].C(C1=CC=CC=C1)=CC(=O)C=CC1=CC=CC=C1.C(C1=CC=CC=C1)=CC(=O)C=CC1=CC=CC=C1.C(C1=CC=CC=C1)=CC(=O)C=CC1=CC=CC=C1 (tris(dibenzylideneacetone) dipalladium(0)), C(C)(C)(C)P(C(C)(C)C)C(C)(C)C (Tris(tert-butyl)phosphine). Solvent: C1(=CC=CC=C1)C (toluene), C1(=CC=CC=C1)C (toluene). Conditions: time 5 minute. The product is C1(=CC=C(C=C1)NC1=CC=C(C=C1)C1=CC(=CC=C1)C1=CC=CC=C1)C1=CC=CC=C1 (N-([1,1′-biphenyl]-4-yl)-[1,1′:3′,1″-terphenyl]-4-amine). The yield is 74.3%. Reaction SMILES: [NH2:1][C:2]1[CH:7]=[CH:6][C:5]([C:8]2[CH:13]=[CH:12][CH:11]=[CH:10][CH:9]=2)=[CH:4][CH:3]=1.Br[C:15]1[CH:20]=[CH:19][C:18]([C:21]2[CH:26]=[CH:25][CH:24]=[C:23]([C:27]3[CH:32]=[CH:31][CH:30]=[CH:29][CH:28]=3)[CH:22]=2)=[CH:17][CH:16]=1.CC(C)([O-])C.[Na+]>C1(C)C=CC=CC=1.[Pd].[Pd].C(=CC(C=CC1C=CC=CC=1)=O)C1C=CC=CC=1.C(=CC(C=CC1C=CC=CC=1)=O)C1C=CC=CC=1.C(=CC(C=CC1C=CC=CC=1)=O)C1C=CC=CC=1.C(P(C(C)(C)C)C(C)(C)C)(C)(C)C>[C:5]1([C:8]2[CH:13]=[CH:12][CH:11]=[CH:10][CH:9]=2)[CH:4]=[CH:3][C:2]([NH:1][C:30]2[CH:29]=[CH:28][C:27]([C:23]3[CH:24]=[CH:25][CH:26]=[C:21]([C:18]4[CH:19]=[CH:20][CH:15]=[CH:16][CH:17]=4)[CH:22]=3)=[CH:32][CH:31]=2)=[CH:7][CH:6]=1 |f:2.3,5.6.7.8.9|. Reported procedure: In a drybox, 4-aminobiphenyl (0.542 g) and 4-bromo-1,1′:3′,1″-terphenyl (0.89 g) were combined in a round-bottom flask and dissolved in 10 ml of dry toluene. Tris(tert-butyl)phosphine (0.022 g, 0.11 mmol) and tris(dibenzylideneacetone) dipalladium(0) (0.05 g, 0.055 mmol) were dissolved in 10 ml of dry toluene and stirred for 5 minutes. The catalyst solution was added to the reaction mixture, stirred for 2 minutes and was followed by sodium tert-butoxide (0.32 g, 3.3 mmol). Flask was capped and l... Reaction SMILES: [CH2:1]([CH2:2][CH2:3][CH3:4])[O:5][CH2:6][CH2:7][O:8][c:9]1[cH:10][cH:11][c:12](-[c:15]2[cH:16][cH:17][c:18]3[c:19]([cH:45]2)[CH:20]=[C:21]([C:28](=[O:29])[NH:30][c:31]2[cH:32][cH:33][c:34]([S:37][CH2:38][CH2:39][n:40]4[n:41][cH:42][n:43][cH:44]4)[cH:35][cH:36]2)[CH2:22][CH2:23][N:24]3[CH2:25][CH2:26][CH3:27])[cH:13][cH:14]1.[CH2:64]([Cl:65])[Cl:66].[Cl:46][c:47]1[cH:48][cH:49][cH:50][c:51]([C:52]([O:53][OH:55])=[O:54])[cH:56]1.[Na+:62].[Na+:63].[S:57]([O-:58])([O-:59])(=[O:60])=[S:61]>>[CH2:1]([CH2:2][CH2:3][CH3:4])[O:5][CH2:6][CH2:7][O:8][c:9]1[cH:10][cH:11][c:12](-[c:15]2[cH:16][cH:17][c:18]3[c:19]([cH:45]2)[CH:20]=[C:21]([C:28](=[O:29])[NH:30][c:31]2[cH:32][cH:33][c:34]([S:37]([CH2:38][CH2:39][n:40]4[n:41][cH:42][n:43][cH:44]4)=[O:54])[cH:35][cH:36]2)[CH2:22][CH2:23][N:24]3[CH2:25][CH2:26][CH3:27])[cH:13][cH:14]1. Reactants: CCCCOCCOc1ccc(-c2ccc3c(c2)C=C(C(=O)Nc2ccc(SCCn4cncn4)cc2)CCN3CCC)cc1, ClCCl, O=C(OO)c1cccc(Cl)c1, [Na+], [Na+], O=S([O-])([O-])=S. Yields the product CCCCOCCOc1ccc(-c2ccc3c(c2)C=C(C(=O)Nc2ccc(S(=O)CCn4cncn4)cc2)CCN3CCC)cc1. The reactants are C(CCC)O[K] (BuOK), C(C)(C)(C)C1(CCCCC1)C(=O)OCC (ethyl 1-tert-butyl-cyclohexyl-carboxylate). The solvent is CS(=O)C (dimethylsulfoxide). Product: C(C)(C)(C)C1(CCCCC1)C(=O)O (1-tert-butyl-1-cyclohexyl-carboxylic acid). Reaction SMILES: C(O[K])CCC.[C:7]([C:11]1([C:17]([O:19]CC)=[O:18])[CH2:16][CH2:15][CH2:14][CH2:13][CH2:12]1)([CH3:10])([CH3:9])[CH3:8]>CS(C)=O>[C:7]([C:11]1([C:17]([OH:19])=[O:18])[CH2:12][CH2:13][CH2:14][CH2:15][CH2:16]1)([CH3:10])([CH3:8])[CH3:9]. Procedure: BuOK in 300 cm3 of anhydrous dimethylsulfoxide and 15.5 g of ethyl 1-tert-butyl-cyclohexyl-carboxylate were heated for 7 hours at 110° C. The mixture was then poured on ice. By acidification with dilute HCl the tert-butyl-cyclohexyl-carboxylic acid was precipitated. Reactants: COC([C@@H](NC([C@H](NC([C@@H](NC([C@@H](NC([C@@H](N)CC1=CNC2=CC=CC=C12)=O)CO)=O)CC1=CC=C(C=C1)O)=O)CC1=CC=CC=C1)=O)CC(C)C)=O (L-Tryptophyl-L-seryl-L-tyrosyl-D-phenylalanyl-L-leucine methyl ester), C1(CCCCC1)N=C=NC1CCCCC1 (dicyclohexylcarbodiimide), COC1=CC=C(COC(=O)N[C@@H](COCC2=CC=CC=C2)C(=O)O)C=C1 (Nα -p-methoxybenzyloxycarbonyl-O-benzyl-L-serine), ON1N=NC2=C1C=CC=C2 (1-Hydroxybenzotriazole). Run in CN(C=O)C (dimethylformamide). Run at time 8 hour. The product is COC([C@@H](NC([C@H](NC([C@@H](NC([C@@H](NC([C@@H](NC([C@@H](NC(=O)OCC1=CC=C(C=C1)OC)COCC1=CC=CC=C1)=O)CC1=CNC2=CC=CC=C12)=O)CO)=O)CC1=CC=C(C=C1)O)=O)CC1=CC=CC=C1)=O)CC(C)C)=O (Nα -p-Methoxybenzyloxycarbonyl-O-benzyl-L-seryl-L-tryptophyl-L-seryl-L-tyrosyl-D-phenylalanyl-L-leucine methyl ester). RXN SMILES: [CH3:1][O:2][C:3](=[O:53])[C@H:4]([CH2:49][CH:50]([CH3:52])[CH3:51])[NH:5][C:6](=[O:48])[C@@H:7]([CH2:41][C:42]1[CH:47]=[CH:46][CH:45]=[CH:44][CH:43]=1)[NH:8][C:9](=[O:40])[C@H:10]([CH2:32][C:33]1[CH:38]=[CH:37][C:36]([OH:39])=[CH:35][CH:34]=1)[NH:11][C:12](=[O:31])[C@H:13]([CH2:29][OH:30])[NH:14][C:15](=[O:28])[C@H:16]([CH2:18][C:19]1[C:27]2[C:22](=[CH:23][CH:24]=[CH:25][CH:26]=2)[NH:21][CH:20]=1)[NH2:17].[CH3:54][O:55][C:56]1[CH:79]=[CH:78][C:59]([CH2:60][O:61][C:62]([NH:64][C@H:65]([C:75](O)=[O:76])[CH2:66][O:67][CH2:68][C:69]2[CH:74]=[CH:73][CH:72]=[CH:71][CH:70]=2)=[O:63])=[CH:58][CH:57]=1.ON1C2C=CC=CC=2N=N1.C1(N=C=NC2CCCCC2)CCCCC1>CN(C)C=O>[CH3:1][O:2][C:3](=[O:53])[C@H:4]([CH2:49][CH:50]([CH3:51])[CH3:52])[NH:5][C:6](=[O:48])[C@@H:7]([CH2:41][C:42]1[CH:43]=[CH:44][CH:45]=[CH:46][CH:47]=1)[NH:8][C:9](=[O:40])[C@H:10]([CH2:32][C:33]1[CH:38]=[CH:37][C:36]([OH:39])=[CH:35][CH:34]=1)[NH:11][C:12](=[O:31])[C@H:13]([CH2:29][OH:30])[NH:14][C:15](=[O:28])[C@H:16]([CH2:18][C:19]1[C:27]2[C:22](=[CH:23][CH:24]=[CH:25][CH:26]=2)[NH:21][CH:20]=1)[NH:17][C:75](=[O:76])[C@H:65]([CH2:66][O:67][CH2:68][C:69]1[CH:74]=[CH:73][CH:72]=[CH:71][CH:70]=1)[NH:64][C:62]([O:61][CH2:60][C:59]1[CH:78]=[CH:79][C:56]([O:55][CH3:54])=[CH:57][CH:58]=1)=[O:63]. Reported procedure: L-Tryptophyl-L-seryl-L-tyrosyl-D-phenylalanyl-L-leucine methyl ester (example 1, h), 1.6 g., is dissolved in 30 ml. of dimethylformamide and treated with 0.789 g., of Nα -p-methoxybenzyloxycarbonyl-O-benzyl-L-serine and cooled in an ice bath. 1-Hydroxybenzotriazole, 326 mg., and finally 500 mg., of dicyclohexylcarbodiimide are added and the reaction mixture stirred to room temperature overnight and for twenty-four additional hours. The reaction mixture is filtered and the solvent removed under r... Yields the product ClCc1cccc(SCc2ccccc2)c1. As a reaction SMILES: [CH2:1]([c:2]1[cH:3][cH:4][cH:5][cH:6][cH:7]1)[S:8][c:9]1[cH:10][c:11]([CH2:12][OH:13])[cH:14][cH:15][cH:16]1.[CH:21]([Cl:22])([Cl:23])[Cl:24].[S:17]([Cl:18])([Cl:19])=[O:20]>>[CH2:1]([c:2]1[cH:3][cH:4][cH:5][cH:6][cH:7]1)[S:8][c:9]1[cH:10][c:11]([CH2:12][Cl:19])[cH:14][cH:15][cH:16]1. The reactants are OCc1cccc(SCc2ccccc2)c1, ClC(Cl)Cl, O=S(Cl)Cl.